The task is: describe an organic reaction: reactants, conditions, products, and yield. This data is from the Open Reaction Database (ORD), a public repository of structured organic reaction records. Starting materials: Cn1cnc(S(=O)(=O)Cl)c1, CC#N, CCN1Cc2cc(NCc3ccc(Cl)cc3)ccc2C1=O, c1ccncc1. Yields the product CCN1Cc2cc(N(Cc3ccc(Cl)cc3)S(=O)(=O)c3cn(C)cn3)ccc2C1=O. As a reaction SMILES: [CH3:28][n:29]1[cH:30][n:31][c:32]([S:34](=[O:35])(=[O:36])[Cl:37])[cH:33]1.[CH3:38][C:39]#[N:40].[Cl:1][c:2]1[cH:3][cH:4][c:5]([CH2:6][NH:7][c:8]2[cH:9][c:10]3[c:14]([cH:15][cH:16]2)[C:13](=[O:17])[N:12]([CH2:18][CH3:19])[CH2:11]3)[cH:20][cH:21]1.[cH:22]1[cH:23][cH:24][n:25][cH:26][cH:27]1>>[Cl:1][c:2]1[cH:3][cH:4][c:5]([CH2:6][N:7]([c:8]2[cH:9][c:10]3[c:14]([cH:15][cH:16]2)[C:13](=[O:17])[N:12]([CH2:18][CH3:19])[CH2:11]3)[S:34]([c:32]2[n:31][cH:30][n:29]([CH3:28])[cH:33]2)(=[O:35])=[O:36])[cH:20][cH:21]1. Starting materials: C1CCOC1, Cc1cccnc1CN(Cc1ncccc1C)C1CCNCC1, CCOC(C)=O, CCN(C(C)C)C(C)C, O=C(Cl)C(=O)Cl, ClCCl, [Na+], CN(C)C=O, [OH-], O=C(O)c1ccc2ncccc2c1. Product: Cc1cccnc1CN(Cc1ncccc1C)C1CCN(C(=O)c2ccc3ncccc3c2)CC1. Reaction SMILES: [CH2:55]1[O:56][CH2:57][CH2:58][CH2:59]1.[CH3:20][c:21]1[c:22]([CH2:27][N:28]([CH:29]2[CH2:30][CH2:31][NH:32][CH2:33][CH2:34]2)[CH2:35][c:36]2[n:37][cH:38][cH:39][cH:40][c:41]2[CH3:42])[n:23][cH:24][cH:25][cH:26]1.[CH3:62][CH2:63][O:64][C:65]([CH3:66])=[O:67].[CH:43]([N:44]([CH2:45][CH3:46])[CH:47]([CH3:48])[CH3:49])([CH3:50])[CH3:51].[Cl:14][C:15]([C:16]([Cl:17])=[O:18])=[O:19].[Cl:52][CH2:53][Cl:54].[Na+:61].[O:68]=[CH:69][N:70]([CH3:71])[CH3:72].[OH-:60].[n:1]1[cH:2][cH:3][cH:4][c:5]2[cH:6][c:7]([C:11](=[O:12])[OH:13])[cH:8][cH:9][c:10]12>>[n:1]1[cH:2][cH:3][cH:4][c:5]2[cH:6][c:7]([C:11](=[O:13])[N:32]3[CH2:31][CH2:30][CH:29]([N:28]([CH2:27][c:22]4[c:21]([CH3:20])[cH:26][cH:25][cH:24][n:23]4)[CH2:35][c:36]4[n:37][cH:38][cH:39][cH:40][c:41]4[CH3:42])[CH2:34][CH2:33]3)[cH:8][cH:9][c:10]12.